This data is from the Open Reaction Database (ORD), a public repository of structured organic reaction records. The task is: describe an organic reaction: reactants, conditions, products, and yield Reactants: Cl (HCl), C(CCC(=O)OCC)(=O)OCC (Diethyl succinate), FC=1C=C(C(=CC1)C(=O)OC)C(=O)OC (dimethyl 4-fluoro-1,2-benzenedicarboxylate), [Li+].C[Si](C)(C)[N-][Si](C)(C)C (LHMDS). The solvent is C1CCOC1 (THF). Run at time 20 hour. Product: FC=1C=C2C(=C(C(=C(C2=CC1)O)C(=O)OCC)C(=O)OCC)O (Diethyl 6-fluoro-1,4-dihydroxy-2,3-naphthalenedicarboxylate). Isolated yield 28.9%. As a reaction SMILES: [C:1]([O:10][CH2:11][CH3:12])(=[O:9])[CH2:2][CH2:3][C:4]([O:6][CH2:7][CH3:8])=[O:5].[F:13][C:14]1[CH:15]=[C:16]([C:24](OC)=[O:25])[C:17]([C:20](OC)=[O:21])=[CH:18][CH:19]=1.[Li+].C[Si]([N-][Si](C)(C)C)(C)C.Cl>C1COCC1>[F:13][C:14]1[CH:15]=[C:16]2[C:17](=[CH:18][CH:19]=1)[C:20]([OH:21])=[C:2]([C:1]([O:10][CH2:11][CH3:12])=[O:9])[C:3]([C:4]([O:6][CH2:7][CH3:8])=[O:5])=[C:24]2[OH:25] |f:2.3|. Procedure: Diethyl succinate (16.26 ml, 98.1 mmol) was added to dimethyl 4-fluoro-1,2-benzenedicarboxylate (10.4 g, 49.1 mmol) and LHMDS (1M in THF, 196 ml, 196 mmol) in THF (150 ml) at 10° C. (internal) over 30 minutes. Allowed to warm to room temperature slowly. After 20 hours, 2M HCl (˜500 ml) was added to acidify to pH 5. The mixture was extracted with EtOAc, then the organics washed with water, brine, dried over magnesium sulphate and concentrated in vacuo to give a brown oil. This was purified by chr... Starting materials: NC=1C(=NOC1C)C(=O)C1=CC=CC=C1 ((4-amino-5-methylisoxazol-3-yl)-phenylmethanone), C([O-])([O-])=O.[Na+].[Na+] (sodium carbonate), C([O-])(O)=O.[Na+] (sodium bicarbonate), BrCC(=O)Br (Bromoacetylbromide). The solvent is ClCCl (dichloromethane), ClCCl (dichloromethane), O (water). Conditions: time 30 minute. Product: C(C1=CC=CC=C1)(=O)C1=NOC(=C1NC(CBr)=O)C (N-(3-Benzoyl-5-methylisoxazol-4-yl)bromoacetamide). Isolated yield 99.0%. As a reaction SMILES: [Br:1][CH2:2][C:3](Br)=[O:4].[NH2:6][C:7]1[C:8]([C:13]([C:15]2[CH:20]=[CH:19][CH:18]=[CH:17][CH:16]=2)=[O:14])=[N:9][O:10][C:11]=1[CH3:12].C(=O)([O-])[O-].[Na+].[Na+].C(=O)(O)[O-].[Na+]>ClCCl.O>[C:13]([C:8]1[C:7]([NH:6][C:3](=[O:4])[CH2:2][Br:1])=[C:11]([CH3:12])[O:10][N:9]=1)(=[O:14])[C:15]1[CH:16]=[CH:17][CH:18]=[CH:19][CH:20]=1 |f:2.3.4,5.6|. Procedure: Bromoacetylbromide (40 g, 0.2 mole) was added slowly to a mixture of 20 g (0.1 mole)(4-amino-5-methylisoxazol-3-yl)-phenylmethanone of Example Ib in 500 ml dichloromethane with 200 ml of 2N sodium carbonate and 500 ml saturated sodium bicarbonate at 5° C. After stirring for 30 minutes the mixture was diluted with 400 ml dichloromethane and 400 ml water. The organics were washed with water and brine and dried (magnesium sulfate). Concentration gave 32 g of an oil which was chromatographed on high... Reactants: COC=1C=C(C=CC=O)C=CC1OCC=1N=C(OC1C)C1=CC=CC=C1 (3-methoxy-4-(5-methyl-2-phenyl-4-oxazolyl-methoxy)cinnamaldehyde), O1C(NC(C1)=O)=O (2,4-oxazolidinedione). Product: COC=1C=C(C=CC1OCC=1N=C(OC1C)C1=CC=CC=C1)CCCC1C(NC(O1)=O)=O (5-[3-[3-methoxy-4-(5-methyl-2-phenyl-4-oxazolylmethoxy)phenyl]propyl]-2,4-oxazolidinedione). RXN SMILES: [CH3:1][O:2][C:3]1[CH:4]=[C:5]([CH:10]=[CH:11][C:12]=1[O:13][CH2:14][C:15]1[N:16]=[C:17]([C:21]2[CH:26]=[CH:25][CH:24]=[CH:23][CH:22]=2)[O:18][C:19]=1[CH3:20])[CH:6]=[CH:7][CH:8]=O.[O:27]1[CH2:31][C:30](=[O:32])[NH:29][C:28]1=[O:33]>>[CH3:1][O:2][C:3]1[CH:4]=[C:5]([CH2:6][CH2:7][CH2:8][CH:31]2[O:27][C:28](=[O:33])[NH:29][C:30]2=[O:32])[CH:10]=[CH:11][C:12]=1[O:13][CH2:14][C:15]1[N:16]=[C:17]([C:21]2[CH:26]=[CH:25][CH:24]=[CH:23][CH:22]=2)[O:18][C:19]=1[CH3:20]. Reported procedure: In substantially the same manner as in Working Example 11, 3-methoxy-4-(5-methyl-2-phenyl-4-oxazolyl-methoxy)cinnamaldehyde was condensed with 2,4-oxazolidinedione. The condensate was subjected to catalytic hydrogenation to yield 5-[3-[3-methoxy-4-(5-methyl-2-phenyl-4-oxazolylmethoxy)phenyl]propyl]-2,4-oxazolidinedione, which was recrystallized from ethyl acetate-hexane to give colorless prisms, m.p.161-162° C. Starting materials: [Br-], C1CCOC1, CC[Mg+], COc1ccc(CCC(=O)N(C)OC)cc1. Yields the product CCC(=O)CCc1ccc(OC)cc1. As a reaction SMILES: [Br-:1].[CH2:21]1[O:22][CH2:23][CH2:24][CH2:25]1.[CH2:2]([CH3:3])[Mg+:4].[CH3:5][O:6][N:7]([C:8]([CH2:9][CH2:10][c:11]1[cH:12][cH:13][c:14]([O:17][CH3:18])[cH:15][cH:16]1)=[O:19])[CH3:20]>>[CH2:2]([CH3:3])[C:8]([CH2:9][CH2:10][c:11]1[cH:12][cH:13][c:14]([O:17][CH3:18])[cH:15][cH:16]1)=[O:19].